Dataset: the Open Reaction Database (ORD), a public repository of structured organic reaction records. Task: describe an organic reaction: reactants, conditions, products, and yield Starting materials: [OH-].[Na+] (NaOH), CC(C)C[AlH]CC(C)C (DIBAL), C1(=CC=CC=C1)C (toluene), COC(=O)[C@H]1N([C@@H]2CC[C@H]1C2)C(=O)OC(C)(C)C ((1R,3S,4S)-2-aza-bicyclo[2.2.1]heptane-2,3-dicarboxylic acid 2-tert-butyl ester 3-methyl ester). Solvent: C1CCOC1 (THF), CCOC(=O)C (EtOAc). Run at time 80 minute. The product is C(C)(C)(C)OC(=O)N1[C@@H]2CC[C@H]([C@H]1CO)C2 ((1R,3S,4S)-3-Hydroxymethyl-2-aza-bicyclo[2.2.1]heptane-2-carboxylic acid tert-butyl ester). RXN SMILES: CC(C[AlH]CC(C)C)C.C1(C)C=CC=CC=1.C[O:18][C:19]([C@@H:21]1[C@@H:26]2[CH2:27][C@@H:23]([CH2:24][CH2:25]2)[N:22]1[C:28]([O:30][C:31]([CH3:34])([CH3:33])[CH3:32])=[O:29])=O.[OH-].[Na+]>C1COCC1.CCOC(C)=O>[C:31]([O:30][C:28]([N:22]1[C@H:21]([CH2:19][OH:18])[C@@H:26]2[CH2:27][C@H:23]1[CH2:24][CH2:25]2)=[O:29])([CH3:34])([CH3:32])[CH3:33] |f:3.4|. Procedure details: At −78° C. a solution of DIBAL in toluene (1.7M, 137 mmol) is added dropwise to a solution of (1R,3S,4S)-2-aza-bicyclo[2.2.1]heptane-2,3-dicarboxylic acid 2-tert-butyl ester 3-methyl ester (61.0 mmol) in THF (180 mL). After 80 min the solution is allowed to reach rt, stirred for additional 2 h and poured into a mixture of aq. NaOH solution (1.0M, 200 mL) and ice. EtOAc (150 mL) is added, the layers are separated and the aq. layer is extracted three times with EtOAc (150 mL each). The combined or...